From a dataset of the Open Reaction Database (ORD), a public repository of structured organic reaction records. describe an organic reaction: reactants, conditions, products, and yield Procedure: A. Spitzer and R. Stewart, J. Org. Chem., 1974, 39, 3936 disclose nitrating aromatics in the presence of a trifluoroacetic acid medium. In one example benzene and sodium nitrate were reacted together in a 1:1 molar ratio at room temperature to form nitrobenzene in a 99.9% yield. In another example sodium nitrite was reacted with benzene in the same 1:1 molar concentration and at the same temperature as the nitrate example, however, nitrobenzene yield was only about 3%. Isolated yield 99.9%. Reactants: FC(C(=O)O)(F)F (trifluoroacetic acid), [N+](=O)([O-])[O-].[Na+] (sodium nitrate), C1=CC=CC=C1 (benzene). Reaction SMILES: FC(F)(F)C(O)=O.[N+:8]([O-:11])([O-])=[O:9].[Na+].[CH:13]1[CH:18]=[CH:17][CH:16]=[CH:15][CH:14]=1>>[N+:8]([C:13]1[CH:18]=[CH:17][CH:16]=[CH:15][CH:14]=1)([O-:11])=[O:9] |f:1.2|. The product is [N+](=O)([O-])C1=CC=CC=C1 (nitrobenzene). Reactants: CC(C)(C)OC(=O)N1CCC(Cn2cc(S(=O)(=O)c3ccccc3)c3ccccc32)CC1, Cl, C1COCCO1. Yields the product Cl, O=S(=O)(c1ccccc1)c1cn(CC2CCNCC2)c2ccccc12. As a reaction SMILES: [C:1]([O:2][C:3](=[O:4])[N:8]1[CH2:9][CH2:10][CH:11]([CH2:14][n:15]2[cH:16][c:17]([S:24](=[O:25])(=[O:26])[c:27]3[cH:28][cH:29][cH:30][cH:31][cH:32]3)[c:18]3[cH:19][cH:20][cH:21][cH:22][c:23]23)[CH2:12][CH2:13]1)([CH3:5])([CH3:6])[CH3:7].[ClH:33].[O:34]1[CH2:35][CH2:36][O:37][CH2:38][CH2:39]1>>[ClH:33].[NH:8]1[CH2:9][CH2:10][CH:11]([CH2:14][n:15]2[cH:16][c:17]([S:24](=[O:25])(=[O:26])[c:27]3[cH:28][cH:29][cH:30][cH:31][cH:32]3)[c:18]3[cH:19][cH:20][cH:21][cH:22][c:23]23)[CH2:12][CH2:13]1. The reactants are OCC1CCC2CNCCN2C1, CS(C)=O, CS(=O)(=O)c1nc(N)n2nc(-c3ccco3)nc2n1. Product: Nc1nc(N2CCN3CC(CO)CCC3C2)nc2nc(-c3ccco3)nn12. As a reaction SMILES: [CH2:20]1[CH:21]2[N:22]([CH2:23][CH2:24][NH:25]1)[CH2:26][CH:27]([CH2:30][OH:31])[CH2:28][CH2:29]2.[CH3:32][S:33]([CH3:34])=[O:35].[o:1]1[c:2](-[c:6]2[n:7][n:8]3[c:9]([n:10][c:11]([S:15]([CH3:16])(=[O:17])=[O:18])[n:12][c:13]3[NH2:14])[n:19]2)[cH:3][cH:4][cH:5]1>>[o:1]1[c:2](-[c:6]2[n:7][n:8]3[c:9]([n:10][c:11]([N:25]4[CH2:20][CH:21]5[N:22]([CH2:23][CH2:24]4)[CH2:26][CH:27]([CH2:30][OH:31])[CH2:28][CH2:29]5)[n:12][c:13]3[NH2:14])[n:19]2)[cH:3][cH:4][cH:5]1. Reactants: C1(=CC=CC=C1)CC=CC1CCCCCCCCCCC1 (1-(3 phenyl-1-propenyl)cyclododecane), [H][H] (hydrogen). The reagents and catalysts are [Pd] (palladium on carbon). Run in C(C)O (ethanol). Run at time 8 hour. Yields the product C1(=CC=CC=C1)CCCC1CCCCCCCCCCC1 (1-(3-phenylpropyl)cyclododecane). As a reaction SMILES: [C:1]1([CH2:7][CH:8]=[CH:9][CH:10]2[CH2:21][CH2:20][CH2:19][CH2:18][CH2:17][CH2:16][CH2:15][CH2:14][CH2:13][CH2:12][CH2:11]2)[CH:6]=[CH:5][CH:4]=[CH:3][CH:2]=1.[H][H]>C(O)C.[Pd]>[C:1]1([CH2:7][CH2:8][CH2:9][CH:10]2[CH2:21][CH2:20][CH2:19][CH2:18][CH2:17][CH2:16][CH2:15][CH2:14][CH2:13][CH2:12][CH2:11]2)[CH:6]=[CH:5][CH:4]=[CH:3][CH:2]=1. Reported procedure: To 6.4 g (22.5 mmoles) of 1-(3 phenyl-1-propenyl)cyclododecane in 50 mL of ethanol is added 0.48 g of 10% palladium on carbon. The reaction mixture is subjected to hydrogen (50 psi) atmosphere using a Paar hydrogenerator and shaken overnight after which time no starting material is evident by TLC. The reaction mixture is filtered through Celite which is washed with additional ethanol. The filtrate is evaporated and the crude residue (5.8 g) is used directly for the next step: NMR (CDCl3) δ 1.2-1... Starting materials: C(C1=CC=CC=C1)(C1=CC=CC=C1)N1C(=C(C2=CC(=CC=C12)Cl)CCOC1=CC=C(C(=O)O)C=C1)CCNS(=O)(=O)CC1=CC=CC=C1 (4-[2-(1-Benzhydryl-2-{2-[(benzylsulfonyl)amino]ethyl}-5-chloro-1H-indol-3-yl)ethoxy]benzoic acid), ClC=1C=C(C=CC1Cl)S(=O)(=O)Cl (3,4-dichlorobenzenesulfonyl chloride). Product: C(C1=CC=CC=C1)(C1=CC=CC=C1)N1C(=C(C2=CC(=CC=C12)Cl)CCOC1=CC=C(C(=O)O)C=C1)CCNS(=O)(=O)C1=CC(=C(C=C1)Cl)Cl (4-{2-[1-benzhydryl-5-chloro-2-(2-{[(3,4-dichlorophenyl)sulfonyl]amino}ethyl)-1H-indol-3-yl]ethoxy}benzoic acid). Isolated yield 60.0%. As a reaction SMILES: [CH:1]([N:14]1[C:22]2[C:17](=[CH:18][C:19]([Cl:23])=[CH:20][CH:21]=2)[C:16]([CH2:24][CH2:25][O:26][C:27]2[CH:35]=[CH:34][C:30]([C:31]([OH:33])=[O:32])=[CH:29][CH:28]=2)=[C:15]1[CH2:36][CH2:37][NH:38]S(CC1C=CC=CC=1)(=O)=O)([C:8]1[CH:13]=[CH:12][CH:11]=[CH:10][CH:9]=1)[C:2]1[CH:7]=[CH:6][CH:5]=[CH:4][CH:3]=1.[Cl:49][C:50]1[CH:51]=[C:52]([S:57](Cl)(=[O:59])=[O:58])[CH:53]=[CH:54][C:55]=1[Cl:56]>>[CH:1]([N:14]1[C:22]2[C:17](=[CH:18][C:19]([Cl:23])=[CH:20][CH:21]=2)[C:16]([CH2:24][CH2:25][O:26][C:27]2[CH:35]=[CH:34][C:30]([C:31]([OH:33])=[O:32])=[CH:29][CH:28]=2)=[C:15]1[CH2:36][CH2:37][NH:38][S:57]([C:52]1[CH:53]=[CH:54][C:55]([Cl:56])=[C:50]([Cl:49])[CH:51]=1)(=[O:59])=[O:58])([C:2]1[CH:3]=[CH:4][CH:5]=[CH:6][CH:7]=1)[C:8]1[CH:9]=[CH:10][CH:11]=[CH:12][CH:13]=1. Procedure: To the methyl 4-{2-[2-(2-aminoethyl)-1-benzhydryl-5-chloro-1H-indol-3-yl]ethoxy}benzoate (Step 6, Example 1) was added 3,4-dichlorobenzenesulfonyl chloride according to the procedure in Example 1 Step 7 to generate the product in 60% yield.